Dataset: the Open Reaction Database (ORD), a public repository of structured organic reaction records. Task: describe an organic reaction: reactants, conditions, products, and yield RXN SMILES: [CH3:23][C:24](=[O:25])[O:26][C:27](=[O:28])[CH3:29].[CH3:2][N:3]1[CH2:4][CH2:5][C:6]2([CH2:7][CH2:8]1)[c:9]1[cH:10][cH:11][cH:12][cH:13][c:14]1[O:15][c:16]1[c:17]([OH:22])[cH:18][cH:19][cH:20][c:21]12.[ClH:1].[cH:30]1[cH:31][cH:32][n:33][cH:34][cH:35]1>>[CH3:2][N:3]1[CH2:4][CH2:5][C:6]2([CH2:7][CH2:8]1)[c:9]1[cH:10][cH:11][cH:12][cH:13][c:14]1[O:15][c:16]1[c:17]([O:22][C:24]([CH3:23])=[O:25])[cH:18][cH:19][cH:20][c:21]12.[ClH:1]. Starting materials: CC(=O)OC(C)=O, CN1CCC2(CC1)c1ccccc1Oc1c(O)cccc12, Cl, c1ccncc1. Yields the product CC(=O)Oc1cccc2c1Oc1ccccc1C21CCN(C)CC1, Cl. Product: CN(C)C1CCCNC1. The reactants are CN(C)C1CCCN(Cc2ccccc2)C1, CO, [H][H]. RXN SMILES: [CH2:1]([c:2]1[cH:3][cH:4][cH:5][cH:6][cH:7]1)[N:8]1[CH2:9][CH:10]([N:14]([CH3:15])[CH3:16])[CH2:11][CH2:12][CH2:13]1.[CH3:19][OH:20].[H:17][H:18]>>[NH:8]1[CH2:9][CH:10]([N:14]([CH3:15])[CH3:16])[CH2:11][CH2:12][CH2:13]1. Reactants: CC(=O)[O-], CN(C)C=O, O=c1cc(CCl)nc2ccn(-c3ccccc3)n12, [K+]. The product is CC(=O)OCc1cc(=O)n2c(ccn2-c2ccccc2)n1. Reaction SMILES: [CH3:20][C:21]([O-:22])=[O:23].[CH3:24][N:25]([CH3:26])[CH:27]=[O:28].[Cl:1][CH2:2][c:3]1[n:4][c:5]2[n:6]([c:7](=[O:9])[cH:8]1)[n:10](-[c:13]1[cH:14][cH:15][cH:16][cH:17][cH:18]1)[cH:11][cH:12]2.[K+:19]>>[CH2:2]([c:3]1[n:4][c:5]2[n:6]([c:7](=[O:9])[cH:8]1)[n:10](-[c:13]1[cH:14][cH:15][cH:16][cH:17][cH:18]1)[cH:11][cH:12]2)[O:23][C:21]([CH3:20])=[O:22]. The reactants are [BH3-]C#N, CCO, CC(N)C(=O)N1CCCC1C(=O)O, [Na+], CCOC(=O)C(=O)CCc1ccccc1, O. Yields the product CCOC(=O)C(CCc1ccccc1)NC(C)C(=O)N1CCCC1C(=O)O. RXN SMILES: [C:29]([BH3-:30])#[N:31].[CH2:34]([OH:35])[CH3:36].[NH2:16][CH:17]([CH3:18])[C:19](=[O:20])[N:21]1[CH:22]([C:23](=[O:24])[OH:25])[CH2:26][CH2:27][CH2:28]1.[Na+:32].[O:1]=[C:2]([C:3](=[O:4])[O:5][CH2:6][CH3:7])[CH2:8][CH2:9][c:10]1[cH:11][cH:12][cH:13][cH:14][cH:15]1.[OH2:33]>>[CH:2]([C:3](=[O:4])[O:5][CH2:6][CH3:7])([CH2:8][CH2:9][c:10]1[cH:11][cH:12][cH:13][cH:14][cH:15]1)[NH:16][CH:17]([CH3:18])[C:19](=[O:20])[N:21]1[CH:22]([C:23](=[O:24])[OH:25])[CH2:26][CH2:27][CH2:28]1. Reactants: C(=O)C1=C(C=C(C#N)C=C1)OC (4-formyl-3-methoxybenzonitrile), C(#N)C=C(C(F)(F)F)[O-].[Na+] (sodium 1-cyano-3,3,3-trifluoroprop-1-en-2-olate), NC1=CC(NC=C1)=O (4-aminopyridin-2(1H)-one), C(C)(=O)O (acetic acid). Solvent: C(C)(C)O (isopropanol). Yields the product C(#N)C1=CC(=C(C=C1)C1C(=C(NC=2C=CNC(C12)=O)C(F)(F)F)C#N)OC (4-(4-Cyano-2-methoxyphenyl)-5-oxo-2-(trifluoromethyl)-1,4,5,6-tetrahydro-1,6-naphthyridine-3-carbonitrile). RXN SMILES: [CH:1]([C:3]1[CH:10]=[CH:9][C:6]([C:7]#[N:8])=[CH:5][C:4]=1[O:11][CH3:12])=O.[C:13]([CH:15]=[C:16]([O-])[C:17]([F:20])([F:19])[F:18])#[N:14].[Na+].[NH2:23][C:24]1[CH:29]=[CH:28][NH:27][C:26](=[O:30])[CH:25]=1.C(O)(=O)C>C(O)(C)C>[C:7]([C:6]1[CH:9]=[CH:10][C:3]([CH:1]2[C:25]3[C:26](=[O:30])[NH:27][CH:28]=[CH:29][C:24]=3[NH:23][C:16]([C:17]([F:20])([F:19])[F:18])=[C:15]2[C:13]#[N:14])=[C:4]([O:11][CH3:12])[CH:5]=1)#[N:8] |f:1.2|. Reported procedure: 500 mg (3.1 mmol) of 4-formyl-3-methoxybenzonitrile are dissolved with 493 mg (3.1 mmol) of sodium 1-cyano-3,3,3-trifluoroprop-1-en-2-olate, 341 mg (3.1 mmol) of 4-aminopyridin-2(1H)-one [Searls, T., McLaughlin, L. W., Tetrahedron 55, 11985-11996 (1999)] and 266 μl (4.65 mmol) of acetic acid in 40 ml of isopropanol and heated under reflux under argon for 12 h. After cooling, the solution is concentrated, and the residue is again stirred in 45 ml of acetic acid under reflux overnight. The solutio... RXN SMILES: [CH2:1]1[CH2:2][CH2:3][NH:4][CH2:5]1.[Cl:16][CH2:17][Cl:18].[ClH:15].[OH:6][c:7]1[cH:8][cH:9][c:10]([CH:11]=[O:12])[cH:13][cH:14]1>>[CH2:1]1[CH2:2][CH2:3][N:4]([CH2:11][c:10]2[cH:9][cH:8][c:7]([OH:6])[cH:14][cH:13]2)[CH2:5]1. Yields the product Oc1ccc(CN2CCCC2)cc1. Reactants: C1CCNC1, ClCCl, Cl, O=Cc1ccc(O)cc1. Starting materials: BrC=1C=C(C=CC1)NC1=NC=NC2=CC=C(C=C12)N (N-(3-bromophenyl)-4,6-quinazolindiamine), CC(=CC(=O)Cl)C (3,3-dimethylacryloyl chloride). Solvent: N1=CC=CC=C1 (pyridine), CCOCC (ether). Yields the product BrC=1C=C(C=CC1)NC1=NC=NC2=CC=C(C=C12)NC(C=C(C)C)=O (N-[4-[(3-bromophenyl)amino]-6-quinazolinyl]-3-methyl-2-butenamide). As a reaction SMILES: [Br:1][C:2]1[CH:3]=[C:4]([NH:8][C:9]2[C:18]3[C:13](=[CH:14][CH:15]=[C:16]([NH2:19])[CH:17]=3)[N:12]=[CH:11][N:10]=2)[CH:5]=[CH:6][CH:7]=1.[CH3:20][C:21]([CH3:26])=[CH:22][C:23](Cl)=[O:24]>N1C=CC=CC=1.CCOCC>[Br:1][C:2]1[CH:3]=[C:4]([NH:8][C:9]2[C:18]3[C:13](=[CH:14][CH:15]=[C:16]([NH:19][C:23](=[O:24])[CH:22]=[C:21]([CH3:26])[CH3:20])[CH:17]=3)[N:12]=[CH:11][N:10]=2)[CH:5]=[CH:6][CH:7]=1. Reported procedure: A solution of 1.58 g of N-(3-bromophenyl)-4,6-quinazolindiamine in 15 ml of pyridine was cooled in an ice bath and a solution of 0.67 ml of 3,3-dimethylacryloyl chloride in 7 ml of ether was added dropwise. After stirring and cooling for 2 hours, the solvents were removed at reduced pressure. The residue was treated with water and the resulting solid was recrystallized from methyl cellusolve to give 0.97 g of N-[4-[(3-bromophenyl)amino]-6-quinazolinyl]-3-methyl-2-butenamide: mp=300-301° C., mass... The reactants are O(C1=CC=CC=C1)C1=C2C=3C(=C(N=CC3NC2=CC=C1)C(=O)O)COC (5-phenoxy-4-methoxymethyl-beta-carboline-3-carboxylic acid), aminal ester. Solvent: O (water). Yields the product C(C)(C)(C)OC(=O)C=1N=CC=2NC3=CC=CC(=C3C2C1COC)OC1=CC=CC=C1 (5-phenoxy-4-methoxymethyl-beta-carboline-3-carboxylic acid t-butyl ester). Yield: 74.6%. As a reaction SMILES: [O:1]([C:8]1[CH:20]=[CH:19][CH:18]=[C:17]2[C:9]=1[C:10]1[C:11]([CH2:24][O:25][CH3:26])=[C:12]([C:21]([OH:23])=[O:22])[N:13]=[CH:14][C:15]=1[NH:16]2)[C:2]1[CH:7]=[CH:6][CH:5]=[CH:4][CH:3]=1>O>[C:9]([O:22][C:21]([C:12]1[N:13]=[CH:14][C:15]2[NH:16][C:17]3[C:9]([C:10]=2[C:11]=1[CH2:24][O:25][CH3:26])=[C:8]([O:1][C:2]1[CH:3]=[CH:4][CH:5]=[CH:6][CH:7]=1)[CH:20]=[CH:19][CH:18]=3)=[O:23])([CH3:17])([CH3:10])[CH3:8]. Procedure details: 300 mg of 5-phenoxy-4-methoxymethyl-beta-carboline-3-carboxylic acid is heated with 2 ml of aminal ester for 3 hours to 120° C., whereby a solution is produced. After diluting with water, it is extracted with ethyl acetate. The organic phase is dreid, filtered, concentrated and chromatographed over silica gel with acetone:hexane=1:1 as eluant. 130 mg of 5-phenoxy-4-methoxymethyl-beta-carboline-3-carboxylic acid t-butyl ester with a decomposition point of 150° C. is obtained. Reactants: C(C)(C)C1=NC=CC2=C(C=CC=C12)CN (1-iso-Propyl-5-aminomethylisoquinoline), aqueous solution, [OH-].[Na+] (sodium hydroxide), N(=O)[O-].[Na+] (sodium nitrite). The solvent is C(C)(=O)O (acetic acid), O (water). Conditions: time 30 minute. The product is C(C)(C)C1=NC=CC2=C(C=CC=C12)CO (1-isopropyl-5-hydroxymethylisoquinoline). Yield: 81.2%. Reaction SMILES: [CH:1]([C:4]1[C:13]2[C:8](=[C:9]([CH2:14]N)[CH:10]=[CH:11][CH:12]=2)[CH:7]=[CH:6][N:5]=1)([CH3:3])[CH3:2].N([O-])=[O:17].[Na+].[OH-].[Na+]>C(O)(=O)C.O>[CH:1]([C:4]1[C:13]2[C:8](=[C:9]([CH2:14][OH:17])[CH:10]=[CH:11][CH:12]=2)[CH:7]=[CH:6][N:5]=1)([CH3:3])[CH3:2] |f:1.2,3.4|. Procedure details: 1-iso-Propyl-5-aminomethylisoquinoline (8.7 g) was dissolved in 20 ml of acetic acid and 20 ml of water, and with ice cooling, 9 g of sodium nitrite was added. The mixture was stirred for 30 minutes. Then, 30 ml of a 10 N aqueous solution of sodium hydroxide was added, and the mixture was heated for 1 hour. The product was extracted with ethyl acetate, washed in water, and dried, followed by distilling off the solvent. Recrystallization of the residue from methylene chloride/n-hexane afforded 7....